From a dataset of the Open Reaction Database (ORD), a public repository of structured organic reaction records. describe an organic reaction: reactants, conditions, products, and yield The reactants are COc1ccccc1C1CO1, Cc1ccccc1, [Na+], [OH-], O=Cc1ccc(O)cc1. Yields the product COc1ccccc1C(O)COc1ccc(C=O)cc1. As a reaction SMILES: [CH3:1][O:2][c:3]1[c:4]([CH:9]2[O:10][CH2:11]2)[cH:5][cH:6][cH:7][cH:8]1.[CH3:23][c:24]1[cH:25][cH:26][cH:27][cH:28][cH:29]1.[Na+:22].[OH-:21].[OH:12][c:13]1[cH:14][cH:15][c:16]([CH:17]=[O:18])[cH:19][cH:20]1>>[CH3:1][O:2][c:3]1[c:4]([CH:9]([OH:10])[CH2:11][O:12][c:13]2[cH:14][cH:15][c:16]([CH:17]=[O:18])[cH:19][cH:20]2)[cH:5][cH:6][cH:7][cH:8]1. As a reaction SMILES: [N+:1]([O-:4])([O-])=[O:2].[K+].[CH3:6][C:7]1[CH:15]=[C:14]2[C:10]([C:11]([C:16]3[CH:21]=[CH:20][CH:19]=[CH:18][CH:17]=3)=[N:12][NH:13]2)=[CH:9][CH:8]=1.S(=O)(=O)(O)O>>[CH3:6][C:7]1[CH:15]=[C:14]2[C:10]([C:11]([C:16]3[CH:17]=[CH:18][CH:19]=[CH:20][CH:21]=3)=[N:12][NH:13]2)=[CH:9][C:8]=1[N+:1]([O-:4])=[O:2] |f:0.1|. Yields the product CC1=C(C=C2C(=NNC2=C1)C1=CC=CC=C1)[N+](=O)[O-] (6-methyl-5-nitro-3-phenyl-1H-indazole). Starting materials: [N+](=O)([O-])[O-].[K+] (potassium nitrate), ice, CC1=CC=C2C(=NNC2=C1)C1=CC=CC=C1 (6-methyl-3-phenyl-1H-indazole), S(O)(O)(=O)=O (sulfuric acid). Conditions: temperature 0 celsius, time 5 minute. The yield is 47.3%. Procedure details: 6-Methyl-5-nitro-3-phenyl-1H-indazole can be obtained in the following way: 0.43 g of potassium nitrate is added over 5 minutes to a solution, cooled to a temperature in the region of 0° C., of 0.8 g of 6-methyl-3-phenyl-1H-indazole in 8 ml of an aqueous 98% sulfuric acid solution. The reaction mixture is stirred at a temperature in the region of 0° C. for 5 minutes and is then heated at a temperature in the region of 35-40° C. for 10 minutes and again cooled to a temperature in the region of 0°... The reactants are ClC1=C(C(=O)C2=C(C(=CC=C2)C)C)C=CC(=C1Cl)O (2,3-dichloro-4-hydroxy-2',3'-dimethylbenzophenone), Cl.NO (hydroxylamine hydrochloride). Solvent: N1=CC=CC=C1 (pyridine). The product is ClC1=C(C(C2=C(C(=CC=C2)C)C)=NO)C=CC(=C1Cl)O (2,3-dichloro-4-hydroxy-2',3'-dimethylbenzophenone oxime). RXN SMILES: [Cl:1][C:2]1[C:17]([Cl:18])=[C:16]([OH:19])[CH:15]=[CH:14][C:3]=1[C:4]([C:6]1[CH:11]=[CH:10][CH:9]=[C:8]([CH3:12])[C:7]=1[CH3:13])=O.Cl.[NH2:21][OH:22]>N1C=CC=CC=1>[Cl:1][C:2]1[C:17]([Cl:18])=[C:16]([OH:19])[CH:15]=[CH:14][C:3]=1[C:4](=[N:21][OH:22])[C:6]1[CH:11]=[CH:10][CH:9]=[C:8]([CH3:12])[C:7]=1[CH3:13] |f:1.2|. Reported procedure: A mixture of 31 g of 2,3-dichloro-4-hydroxy-2',3'-dimethylbenzophenone and 30.5 g of hydroxylamine hydrochloride in 250 ml of pyridine is refluxed for about one week. The pyridine is evaporated in vacuo and the residue is partitioned between ethyl acetate and 5% HCl. The ethylacetate extract is washed, dried over Na2SO4 and evaporated. Trituration with hexane gives 2,3-dichloro-4-hydroxy-2',3'-dimethylbenzophenone oxime. Reactants: CCOC(=O)Cc1cc(OCc2ccccc2)cc(C(F)(F)F)c1, [H-], CI, [Na+], CN(C)C=O. The product is CCOC(=O)C(C)c1cc(OCc2ccccc2)cc(C(F)(F)F)c1. RXN SMILES: [CH2:1]([CH3:2])[O:3][C:4]([CH2:5][c:6]1[cH:7][c:8]([O:16][CH2:17][c:18]2[cH:19][cH:20][cH:21][cH:22][cH:23]2)[cH:9][c:10]([C:12]([F:13])([F:14])[F:15])[cH:11]1)=[O:24].[H-:25].[I:27][CH3:28].[Na+:26].[O:29]=[CH:30][N:31]([CH3:32])[CH3:33]>>[CH2:1]([CH3:2])[O:3][C:4]([CH:5]([c:6]1[cH:7][c:8]([O:16][CH2:17][c:18]2[cH:19][cH:20][cH:21][cH:22][cH:23]2)[cH:9][c:10]([C:12]([F:13])([F:14])[F:15])[cH:11]1)[CH3:28])=[O:24]. Procedure: To a solution of ethyl 5-cyano-6-methyl-4-(3-nitrophenyl)-2-pyridinecarboxylate (2.75 g) in ethanol (30 ml) was added a solution of sodium hydroxide (0.37 g) in water (6 ml). After the mixture was stirred at ambient temperature for 1.5 hours, the reaction mixture was adjusted to pH 2 with 6N hydrochloric acid. The resulting precipitates were filtered off, washed with water, and dried to give 5-cyano-6-methyl-4-(3-nitrophenyl)-2-pyridinecarboxylic acid (2.4 g). Conditions: time 1.5 hour. Run in C(C)O (ethanol), O (water). Reactants: Cl (hydrochloric acid), C(#N)C=1C(=CC(=NC1C)C(=O)OCC)C1=CC(=CC=C1)[N+](=O)[O-] (ethyl 5-cyano-6-methyl-4-(3-nitrophenyl)-2-pyridinecarboxylate), [OH-].[Na+] (sodium hydroxide). Reaction SMILES: [C:1]([C:3]1[C:4]([C:15]2[CH:20]=[CH:19][CH:18]=[C:17]([N+:21]([O-:23])=[O:22])[CH:16]=2)=[CH:5][C:6]([C:10]([O:12]CC)=[O:11])=[N:7][C:8]=1[CH3:9])#[N:2].[OH-].[Na+].Cl>C(O)C.O>[C:1]([C:3]1[C:4]([C:15]2[CH:20]=[CH:19][CH:18]=[C:17]([N+:21]([O-:23])=[O:22])[CH:16]=2)=[CH:5][C:6]([C:10]([OH:12])=[O:11])=[N:7][C:8]=1[CH3:9])#[N:2] |f:1.2|. Isolated yield 95.9%. Yields the product C(#N)C=1C(=CC(=NC1C)C(=O)O)C1=CC(=CC=C1)[N+](=O)[O-] (5-cyano-6-methyl-4-(3-nitrophenyl)-2-pyridinecarboxylic acid). Reactants: CC(C)C(=O)NC1CCc2c(c3cc(C#N)ccc3n2Cc2cccc(F)c2)C1, CC(N)=S, Cl, [Na+], O=C([O-])O, C1COCCO1. The product is CC(C)C(=O)NC1CCc2c(c3cc(C(N)=S)ccc3n2Cc2cccc(F)c2)C1. Reaction SMILES: [C:1](#[N:2])[c:3]1[cH:4][c:5]2[c:6]3[c:11]([n:12]([CH2:16][c:17]4[cH:18][c:19]([F:23])[cH:20][cH:21][cH:22]4)[c:13]2[cH:14][cH:15]1)[CH2:10][CH2:9][CH:8]([NH:24][C:25]([CH:26]([CH3:27])[CH3:28])=[O:29])[CH2:7]3.[CH3:30][C:31]([NH2:32])=[S:33].[ClH:39].[Na+:38].[O-:34][C:35]([OH:36])=[O:37].[O:40]1[CH2:41][CH2:42][O:43][CH2:44][CH2:45]1>>[C:1]([NH2:2])([c:3]1[cH:4][c:5]2[c:6]3[c:11]([n:12]([CH2:16][c:17]4[cH:18][c:19]([F:23])[cH:20][cH:21][cH:22]4)[c:13]2[cH:14][cH:15]1)[CH2:10][CH2:9][CH:8]([NH:24][C:25]([CH:26]([CH3:27])[CH3:28])=[O:29])[CH2:7]3)=[S:33]. Starting materials: COCCN(C)c1ccc(N)cn1, O=C(O)c1oc(-c2ccccc2)nc1C(F)(F)F. The product is COCCN(C)c1ccc(NC(=O)c2oc(-c3ccccc3)nc2C(F)(F)F)cn1. As a reaction SMILES: [CH3:19][O:20][CH2:21][CH2:22][N:23]([c:24]1[n:25][cH:26][c:27]([NH2:30])[cH:28][cH:29]1)[CH3:31].[c:1]1(-[c:7]2[o:8][c:9]([C:16](=[O:17])[OH:18])[c:10]([C:12]([F:13])([F:14])[F:15])[n:11]2)[cH:2][cH:3][cH:4][cH:5][cH:6]1>>[c:1]1(-[c:7]2[o:8][c:9]([C:16](=[O:18])[NH:30][c:27]3[cH:26][n:25][c:24]([N:23]([CH2:22][CH2:21][O:20][CH3:19])[CH3:31])[cH:29][cH:28]3)[c:10]([C:12]([F:13])([F:14])[F:15])[n:11]2)[cH:2][cH:3][cH:4][cH:5][cH:6]1. The product is CN(C)C(=O)c1cc2cnc(Nc3ccc(C(=O)N4CCC(O)CC4)cn3)nc2n1C1CCCC1. The reactants are COC(=O)c1ccc(Nc2ncc3cc(C(=O)N(C)C)n(C4CCCC4)c3n2)nc1, ClCCl, OC1CCNCC1. As a reaction SMILES: [CH3:1][O:2][C:3]([c:4]1[cH:5][n:6][c:7]([NH:10][c:11]2[n:12][cH:13][c:14]3[c:15]([n:16]2)[n:17]([CH:25]2[CH2:26][CH2:27][CH2:28][CH2:29]2)[c:18]([C:20]([N:21]([CH3:22])[CH3:23])=[O:24])[cH:19]3)[cH:8][cH:9]1)=[O:30].[Cl:38][CH2:39][Cl:40].[NH:31]1[CH2:32][CH2:33][CH:34]([OH:37])[CH2:35][CH2:36]1>>[C:3]([c:4]1[cH:5][n:6][c:7]([NH:10][c:11]2[n:12][cH:13][c:14]3[c:15]([n:16]2)[n:17]([CH:25]2[CH2:26][CH2:27][CH2:28][CH2:29]2)[c:18]([C:20]([N:21]([CH3:22])[CH3:23])=[O:24])[cH:19]3)[cH:8][cH:9]1)(=[O:30])[N:31]1[CH2:32][CH2:33][CH:34]([OH:37])[CH2:35][CH2:36]1. Reactants: NC1=C(C=NN1)C(=O)O (5-amino-1H-pyrazole-4-carboxylic acid), C(C)OC(C(C(OCC)OCC)C)OCC (1,1,3,3-tetraethoxy-2-methyl-propane), Cl (hydrochloric acid). Reaction conditions: temperature 95 celsius, time 5 minute. Yields the product CC=1C=NC=2N(C1)N=CC2C(=O)O (6-methyl-pyrazolo[1,5-a]pyrimidine-3-carboxylic acid). Isolated yield 81.0%. RXN SMILES: [NH2:1][C:2]1[NH:6][N:5]=[CH:4][C:3]=1[C:7]([OH:9])=[O:8].C(O[CH:13](OCC)[CH:14]([CH3:22])[CH:15](OCC)OCC)C.Cl>>[CH3:22][C:14]1[CH:13]=[N:1][C:2]2[N:6]([N:5]=[CH:4][C:3]=2[C:7]([OH:9])=[O:8])[CH:15]=1. Reported procedure: A suspension of 5-amino-1H-pyrazole-4-carboxylic acid (271 mg, 2.1 mmol) and 1,1,3,3-tetraethoxy-2-methyl-propane (prepared accordingly to the procedure described in JACS126(7), 2004, 2194) (0.5 g, 2.1 mmol) in an aqueous solution of hydrochloric acid (6 M, 1.3 mL) was heated at 95° C. in a sealed tube. The solid material completely dissolved when the temperature reached 82° C. and then a solid precipitate crushed out of solution, stirring was continued for 5 minutes. The resulting mixture was c... Conditions: temperature 80 celsius. Solvent: COCCOC (1,2-dimethoxyethane), C(C)(=O)OCC (ethyl acetate). The product is O1CCC2=C1C=CC(=C2)C2(CC2)C(=O)NC2=CC(=C(C(=N2)C2=CC(=NC=C2)OC)C)C (1-(2,3-dihydrobenzofuran-5-yl)-N-(2′-methoxy-3,4-dimethyl-2,4′-bipyridin-6-yl)cyclopropanecarboxamide). Isolated yield 88.8%. The reagents and catalysts are C=1C=CC(=CC1)[P](C=2C=CC=CC2)(C=3C=CC=CC3)[Pd]([P](C=4C=CC=CC4)(C=5C=CC=CC5)C=6C=CC=CC6)([P](C=7C=CC=CC7)(C=8C=CC=CC8)C=9C=CC=CC9)[P](C=1C=CC=CC1)(C=1C=CC=CC1)C=1C=CC=CC1 (tetrakis(triphenylphosphine)palladium), C=1C=CC(=CC1)[P](C=2C=CC=CC2)(C=3C=CC=CC3)[Pd]([P](C=4C=CC=CC4)(C=5C=CC=CC5)C=6C=CC=CC6)([P](C=7C=CC=CC7)(C=8C=CC=CC8)C=9C=CC=CC9)[P](C=1C=CC=CC1)(C=1C=CC=CC1)C=1C=CC=CC1 (tetrakis(triphenylphosphine)palladium). Starting materials: COC1=NC=CC(=C1)B(O)O (2-methoxypyridin-4-ylboronic acid), ClC1=C(C(=CC(=N1)NC(=O)C1(CC1)C=1C=CC2=C(CCO2)C1)C)C (N-(6-chloro-4,5-dimethylpyridin-2-yl)-1-(2,3-dihydrobenzofuran-5-yl)cyclopropanecarboxamide), COC1=NC=CC(=C1)B(O)O (2-methoxypyridin-4-ylboronic acid), C(=O)([O-])[O-].[Na+].[Na+] (Na2CO3). Reported procedure: To N-(6-chloro-4,5-dimethylpyridin-2-yl)-1-(2,3-dihydrobenzofuran-5-yl)cyclopropanecarboxamide (100 mg, 0.29 mmol), 2-methoxypyridin-4-ylboronic acid (67 mg, 0.44 mmol) and tetrakis(triphenylphosphine)palladium (0) (34 mg, 0.029 mmol) in 1,2-dimethoxyethane (3.0 mL), 2 M Na2CO3 (438 μL, 0.87 mmol) was added. The reaction mixture was stirred and heated at 80° C. for 16 hours under N2 atmosphere. Product and starting material were observed. 0.5 Equivalents of 2-methoxypyridin-4-ylboronic acid and ... Reaction SMILES: Cl[C:2]1[N:7]=[C:6]([NH:8][C:9]([C:11]2([C:14]3[CH:15]=[CH:16][C:17]4[O:21][CH2:20][CH2:19][C:18]=4[CH:22]=3)[CH2:13][CH2:12]2)=[O:10])[CH:5]=[C:4]([CH3:23])[C:3]=1[CH3:24].[CH3:25][O:26][C:27]1[CH:32]=[C:31](B(O)O)[CH:30]=[CH:29][N:28]=1.C([O-])([O-])=O.[Na+].[Na+]>COCCOC.C(OCC)(=O)C.C1C=CC([P]([Pd]([P](C2C=CC=CC=2)(C2C=CC=CC=2)C2C=CC=CC=2)([P](C2C=CC=CC=2)(C2C=CC=CC=2)C2C=CC=CC=2)[P](C2C=CC=CC=2)(C2C=CC=CC=2)C2C=CC=CC=2)(C2C=CC=CC=2)C2C=CC=CC=2)=CC=1>[O:21]1[C:17]2[CH:16]=[CH:15][C:14]([C:11]3([C:9]([NH:8][C:6]4[N:7]=[C:2]([C:31]5[CH:30]=[CH:29][N:28]=[C:27]([O:26][CH3:25])[CH:32]=5)[C:3]([CH3:24])=[C:4]([CH3:23])[CH:5]=4)=[O:10])[CH2:13][CH2:12]3)=[CH:22][C:18]=2[CH2:19][CH2:20]1 |f:2.3.4,^1:57,59,78,97|.